This data is from the Open Reaction Database (ORD), a public repository of structured organic reaction records. The task is: describe an organic reaction: reactants, conditions, products, and yield Reactants: CC(C)(C)OC(=O)c1[nH]c2cccc(F)c2c1Nc1ccncc1, CN(C)C=O, C1CCOC1. Yields the product Cn1c(C(=O)OC(C)(C)C)c(Nc2ccncc2)c2c(F)cccc21. As a reaction SMILES: [C:1]([CH3:2])([CH3:3])([CH3:4])[O:5][C:6](=[O:7])[c:8]1[nH:9][c:10]2[cH:11][cH:12][cH:13][c:14]([F:24])[c:15]2[c:16]1[NH:17][c:18]1[cH:19][cH:20][n:21][cH:22][cH:23]1.[CH3:30][N:31]([CH3:32])[CH:33]=[O:34].[O:25]1[CH2:26][CH2:29][CH2:28][CH2:27]1>>[C:1]([CH3:2])([CH3:3])([CH3:4])[O:5][C:6](=[O:7])[c:8]1[n:9]([CH3:26])[c:10]2[cH:11][cH:12][cH:13][c:14]([F:24])[c:15]2[c:16]1[NH:17][c:18]1[cH:19][cH:20][n:21][cH:22][cH:23]1. Reported procedure: 100 g (0.33 mole) of sodium hexyl α-D-galactopyranoside uronate prepared according to Example 11 are solubilized in water (15% solution). After acidification to pH=2, concentrating under vacuum and selectively precipitating the salts in acetone, hexyl α-D-galactopyranoside uronic acid, whose physicochemical characteristics are indicated below, is recovered with a 95% yield: Reactants: O([C@@H]1[C@H](O)[C@@H](O)[C@@H](O)[C@H](O1)C(=O)[O-])CCCCCC.[Na+] (sodium hexyl α-D-galactopyranoside uronate). The solvent is O (water). The product is O([C@@H]1[C@H](O)[C@@H](O)[C@@H](O)[C@H](O1)C(=O)O)CCCCCC (hexyl α-D-galactopyranoside uronic acid). Yield: 95.0%. Reaction SMILES: [O:1]([CH2:14][CH2:15][CH2:16][CH2:17][CH2:18][CH3:19])[C@H:2]1[O:10][C@H:9]([C:11]([O-:13])=[O:12])[C@H:7]([OH:8])[C@H:5]([OH:6])[C@H:3]1[OH:4].[Na+]>O>[O:1]([CH2:14][CH2:15][CH2:16][CH2:17][CH2:18][CH3:19])[C@H:2]1[O:10][C@H:9]([C:11]([OH:13])=[O:12])[C@H:7]([OH:8])[C@H:5]([OH:6])[C@H:3]1[OH:4] |f:0.1|. The reactants are FC(OC1=CC=C(C=C1)N1N=C(C(C=C1)=O)C(\C=C\N(C)C)=O)F (1-(4-Difluoromethoxy-phenyl)-3-((E)-3-dimethylamino-acryloyl)-1H-pyridazin-4-one), FC(OC=1C=C(C=CC1)NN)(F)F (3-trifluoromethoxy-phenylhydrazine). Yields the product FC(OC1=CC=C(C=C1)N1N=C(C(C=C1)=O)C=1N(N=CC1)C1=CC(=CC=C1)OC(F)(F)F)F (1-(4-Difluoromethoxy-phenyl)-3-[2-(3-trifluoromethoxy-phenyl)-2H-pyrazol-3-yl]-1H-pyridazin-4-one). As a reaction SMILES: [F:1][CH:2]([F:24])[O:3][C:4]1[CH:9]=[CH:8][C:7]([N:10]2[CH:15]=[CH:14][C:13](=[O:16])[C:12]([C:17](=O)/[CH:18]=[CH:19]/[N:20](C)C)=[N:11]2)=[CH:6][CH:5]=1.[F:25][C:26]([F:37])([F:36])[O:27][C:28]1[CH:29]=[C:30]([NH:34]N)[CH:31]=[CH:32][CH:33]=1>>[F:1][CH:2]([F:24])[O:3][C:4]1[CH:9]=[CH:8][C:7]([N:10]2[CH:15]=[CH:14][C:13](=[O:16])[C:12]([C:17]3[N:34]([C:30]4[CH:31]=[CH:32][CH:33]=[C:28]([O:27][C:26]([F:25])([F:36])[F:37])[CH:29]=4)[N:20]=[CH:19][CH:18]=3)=[N:11]2)=[CH:6][CH:5]=1. Procedure details: The product was obtained starting from 1-(4-Difluoromethoxy-phenyl)-3-((E)-3-dimethylamino-acryloyl)-1H-pyridazin-4-one (A-9) and 3-trifluoromethoxy-phenylhydrazine according to the method described for example 91. MS: M=465.2 (M+H)+ Reactants: Nc1cccc(-c2nc(N3CCOCC3)sc2-c2ccnc(Cl)n2)c1F, O=S(=O)(Cl)c1cc(F)ccc1F, c1ccncc1. The product is O=S(=O)(Nc1cccc(-c2nc(N3CCOCC3)sc2-c2ccnc(Cl)n2)c1F)c1cc(F)ccc1F. RXN SMILES: [Cl:1][c:2]1[n:3][cH:4][cH:5][c:6](-[c:8]2[c:9](-[c:19]3[c:20]([F:26])[c:21]([NH2:22])[cH:23][cH:24][cH:25]3)[n:10][c:11]([N:13]3[CH2:14][CH2:15][O:16][CH2:17][CH2:18]3)[s:12]2)[n:7]1.[F:27][c:28]1[c:29]([S:35](=[O:36])(=[O:37])[Cl:38])[cH:30][c:31]([F:34])[cH:32][cH:33]1.[cH:39]1[cH:40][cH:41][n:42][cH:43][cH:44]1>>[Cl:1][c:2]1[n:3][cH:4][cH:5][c:6](-[c:8]2[c:9](-[c:19]3[c:20]([F:26])[c:21]([NH:22][S:35]([c:29]4[c:28]([F:27])[cH:33][cH:32][c:31]([F:34])[cH:30]4)(=[O:36])=[O:37])[cH:23][cH:24][cH:25]3)[n:10][c:11]([N:13]3[CH2:14][CH2:15][O:16][CH2:17][CH2:18]3)[s:12]2)[n:7]1. Starting materials: BrC=1C=C2CCC3=C(NC(=N3)[C@H]3N(CCC3)C([C@H](C3CCOCC3)NC(OC)=O)=O)C2=CC1 (Methyl (S)-2-((S)-2-(7-bromo-4,5-dihydro-1H-naphtho[1,2-d]imidazol-2-yl)pyrrolidin-1-yl)-2-oxo-1-(tetrahydro-2H-pyran-4-yl)ethylcarbamate), CC1(OB(OC1(C)C)C=1C=C2C=CC(=CC2=CC1)C1=CN=C(N1)[C@H]1N(CCC1)C(=O)OC(C)(C)C)C ((S)-tert-butyl 2-(5-(6-(4,4,5,5-tetramethyl-1,3,2-dioxaborolan-2-yl)naphthalen-2-yl)-1H-imidazol-2-yl)pyrrolidine-1-carboxylate), C(=O)([O-])[O-].[K+].[K+] (K2CO3). The reagents and catalysts are C=1C=CC(=CC1)[P](C=2C=CC=CC2)(C=3C=CC=CC3)[Pd]([P](C=4C=CC=CC4)(C=5C=CC=CC5)C=6C=CC=CC6)([P](C=7C=CC=CC7)(C=8C=CC=CC8)C=9C=CC=CC9)[P](C=1C=CC=CC1)(C=1C=CC=CC1)C=1C=CC=CC1 (Pd(PPh3)4). Run in COCCOC (DME). Run at temperature 85 celsius, time 17 hour. Product: COC(=O)N[C@H](C(=O)N1[C@@H](CCC1)C1=NC2=C(N1)C1=CC=C(C=C1CC2)C=2C=C1C=CC(=CC1=CC2)C2=CN=C(N2)[C@H]2N(CCC2)C(=O)OC(C)(C)C)C2CCOCC2 ((S)-tert-butyl 2-(5-(6-(2-((S)-1-((S)-2-(methoxycarbonylamino)-2-(tetrahydro-2H-pyran-4-yl)acetyl)pyrrolidin-2-yl)-4,5-dihydro-1H-naphtho[1,2-d]imidazol-7-yl)naphthalen-2-yl)-1H-imidazol-2-yl)pyrrolidine-1-carboxylate). The yield is 39.8%. Reaction SMILES: Br[C:2]1[CH:3]=[C:4]2[C:31](=[CH:32][CH:33]=1)[C:8]1[NH:9][C:10]([C@@H:12]3[CH2:16][CH2:15][CH2:14][N:13]3[C:17](=[O:30])[C@@H:18]([NH:25][C:26](=[O:29])[O:27][CH3:28])[CH:19]3[CH2:24][CH2:23][O:22][CH2:21][CH2:20]3)=[N:11][C:7]=1[CH2:6][CH2:5]2.CC1(C)C(C)(C)OB([C:42]2[CH:43]=[C:44]3[C:49](=[CH:50][CH:51]=2)[CH:48]=[C:47]([C:52]2[NH:56][C:55]([C@@H:57]4[CH2:61][CH2:60][CH2:59][N:58]4[C:62]([O:64][C:65]([CH3:68])([CH3:67])[CH3:66])=[O:63])=[N:54][CH:53]=2)[CH:46]=[CH:45]3)O1.C([O-])([O-])=O.[K+].[K+]>COCCOC.C1C=CC([P]([Pd]([P](C2C=CC=CC=2)(C2C=CC=CC=2)C2C=CC=CC=2)([P](C2C=CC=CC=2)(C2C=CC=CC=2)C2C=CC=CC=2)[P](C2C=CC=CC=2)(C2C=CC=CC=2)C2C=CC=CC=2)(C2C=CC=CC=2)C2C=CC=CC=2)=CC=1>[CH3:28][O:27][C:26]([NH:25][C@@H:18]([CH:19]1[CH2:24][CH2:23][O:22][CH2:21][CH2:20]1)[C:17]([N:13]1[CH2:14][CH2:15][CH2:16][C@H:12]1[C:10]1[NH:9][C:8]2[C:31]3[C:4]([CH2:5][CH2:6][C:7]=2[N:11]=1)=[CH:3][C:2]([C:42]1[CH:43]=[C:44]2[C:49](=[CH:50][CH:51]=1)[CH:48]=[C:47]([C:52]1[NH:56][C:55]([C@@H:57]4[CH2:61][CH2:60][CH2:59][N:58]4[C:62]([O:64][C:65]([CH3:68])([CH3:67])[CH3:66])=[O:63])=[N:54][CH:53]=1)[CH:46]=[CH:45]2)=[CH:33][CH:32]=3)=[O:30])=[O:29] |f:2.3.4,^1:85,87,106,125|. Procedure: Methyl (S)-2-((S)-2-(7-bromo-4,5-dihydro-1H-naphtho[1,2-d]imidazol-2-yl)pyrrolidin-1-yl)-2-oxo-1-(tetrahydro-2H-pyran-4-yl)ethylcarbamate (211 mg, 0.408 mmol), (S)-tert-butyl 2-(5-(6-(4,4,5,5-tetramethyl-1,3,2-dioxaborolan-2-yl)naphthalen-2-yl)-1H-imidazol-2-yl)pyrrolidine-1-carboxylate (220 mg, 0.449 mmol), Pd(PPh3)4 (47 mg, 0.0408 mmol) and K2CO3 (2M in H2O, 0.45 mL, 0.9 mmol) were suspended in DME (4 mL). The reaction mixture was degassed for 10 min with N2 then heated to 85° C. After 17 h, i... The reactants are CC(C)c1ccc(Br)cn1, CCCCC([Sn])=C(CCCC)CCCC, C1CCOC1, CN(C)C=O, O, c1ccc(P(c2ccccc2)(c2ccccc2)[Pd](P(c2ccccc2)(c2ccccc2)c2ccccc2)(P(c2ccccc2)(c2ccccc2)c2ccccc2)P(c2ccccc2)(c2ccccc2)c2ccccc2)cc1. The product is C=Cc1ccc(C(C)C)nc1. RXN SMILES: [Br:1][c:2]1[cH:3][cH:4][c:5]([CH:8]([CH3:9])[CH3:10])[n:6][cH:7]1.[CH2:11]([CH2:12][CH2:24][CH3:25])[C:13]([Sn:14])=[C:15]([CH2:16][CH2:17][CH2:18][CH3:19])[CH2:20][CH2:21][CH2:22][CH3:23].[CH2:31]1[O:32][CH2:33][CH2:34][CH2:35]1.[O:26]=[CH:27][N:28]([CH3:29])[CH3:30].[OH2:36].[cH:37]1[cH:38][cH:39][c:40]([P:41]([Pd:42]([P:43]([c:44]2[cH:45][cH:46][cH:47][cH:48][cH:49]2)([c:50]2[cH:51][cH:52][cH:53][cH:54][cH:55]2)[c:56]2[cH:57][cH:58][cH:59][cH:60][cH:61]2)([P:62]([c:63]2[cH:64][cH:65][cH:66][cH:67][cH:68]2)([c:69]2[cH:70][cH:71][cH:72][cH:73][cH:74]2)[c:75]2[cH:76][cH:77][cH:78][cH:79][cH:80]2)[P:81]([c:82]2[cH:83][cH:84][cH:85][cH:86][cH:87]2)([c:88]2[cH:89][cH:90][cH:91][cH:92][cH:93]2)[c:94]2[cH:95][cH:96][cH:97][cH:98][cH:99]2)([c:100]2[cH:101][cH:102][cH:103][cH:104][cH:105]2)[c:106]2[cH:107][cH:108][cH:109][cH:110][cH:111]2)[cH:112][cH:113]1>>[c:2]1([CH:11]=[CH2:12])[cH:3][cH:4][c:5]([CH:8]([CH3:9])[CH3:10])[n:6][cH:7]1. Starting materials: C(C)OC([C@@H](C)OC1=NC(=NC(=C1)NS(=O)(=O)N1CCC1)SCC1=C(C(=CC=C1)F)F)=O (2-[[6-[(1-azetidinylsulfonyl)amino]-2-[[(2,3-difluorophenyl)methyl]thio]-4-pyrimidinyl]oxy]-(2R)-propanoic acid ethyl ester), product, [BH4-].[Li+] (lithium borohydride). Run in C1CCOC1 (THF), C1CCOC1 (THF). Reaction conditions: time 20 hour. Yields the product FC1=C(C=CC=C1F)CSC1=NC(=CC(=N1)NS(=O)(=O)N1CCC1)O[C@@H](CO)C (N-[2-[[(2,3-difluorophenyl)methyl]thio]-6-[(1R)-2-hydroxy-1-methylethoxy]-4-pyrimidinyl]-1-azetidinesulfonamide). As a reaction SMILES: C([O:3][C:4](=O)[C@H:5]([O:7][C:8]1[CH:13]=[C:12]([NH:14][S:15]([N:18]2[CH2:21][CH2:20][CH2:19]2)(=[O:17])=[O:16])[N:11]=[C:10]([S:22][CH2:23][C:24]2[CH:29]=[CH:28][CH:27]=[C:26]([F:30])[C:25]=2[F:31])[N:9]=1)[CH3:6])C.[BH4-].[Li+]>C1COCC1>[F:31][C:25]1[C:26]([F:30])=[CH:27][CH:28]=[CH:29][C:24]=1[CH2:23][S:22][C:10]1[N:11]=[C:12]([NH:14][S:15]([N:18]2[CH2:21][CH2:20][CH2:19]2)(=[O:16])=[O:17])[CH:13]=[C:8]([O:7][C@H:5]([CH3:6])[CH2:4][OH:3])[N:9]=1 |f:1.2|. Procedure: To a suspension of 2-[[6-[(1-azetidinylsulfonyl)amino]-2-[[(2,3-difluorophenyl)methyl]thio]-4-pyrimidinyl]oxy]-(2R)-propanoic acid ethyl ester, (the product of example 23) (0.40 g) in THF (10 mL) was added 2M lithium borohydride in THF (0.82 mL) dropwise and the mixture was stirred at ambient temperature for 20 h. The reaction mixture was cooled to 0° C. and quenched with 1M aqueous hydrochloric acid. The resulting mixture was extracted with EtOAc (×2). The combined organic layers were washed wi... The reactants are FC1=CC=C(C=C1)C1=CC=C(C=C1)C(=O)NCCOC1=CC=C(C=C1)CC(C(=O)OCC)OC1=CC=C(C=C1)C(C)C (ethyl 3-[4-[2-(4′-fluorobiphenyl-4-carbonylamino)ethoxy]phenyl]-2-(4-isopropylphenoxy)propionate), product, [OH-].[Na+] (sodium hydroxide). The product is FC1=CC=C(C=C1)C1=CC=C(C=C1)C(=O)NCCOC1=CC=C(C=C1)CC(C(=O)O)OC1=CC=C(C=C1)C(C)C (3-[4-[2-(4′-Fluorobiphenyl-4-carbonylamino)ethoxy]phenyl]-2-(4-isopropylphenoxy)propionic acid). Isolated yield 88.8%. As a reaction SMILES: [F:1][C:2]1[CH:7]=[CH:6][C:5]([C:8]2[CH:13]=[CH:12][C:11]([C:14]([NH:16][CH2:17][CH2:18][O:19][C:20]3[CH:25]=[CH:24][C:23]([CH2:26][CH:27]([O:33][C:34]4[CH:39]=[CH:38][C:37]([CH:40]([CH3:42])[CH3:41])=[CH:36][CH:35]=4)[C:28]([O:30]CC)=[O:29])=[CH:22][CH:21]=3)=[O:15])=[CH:10][CH:9]=2)=[CH:4][CH:3]=1.[OH-].[Na+]>>[F:1][C:2]1[CH:3]=[CH:4][C:5]([C:8]2[CH:13]=[CH:12][C:11]([C:14]([NH:16][CH2:17][CH2:18][O:19][C:20]3[CH:25]=[CH:24][C:23]([CH2:26][CH:27]([O:33][C:34]4[CH:35]=[CH:36][C:37]([CH:40]([CH3:42])[CH3:41])=[CH:38][CH:39]=4)[C:28]([OH:30])=[O:29])=[CH:22][CH:21]=3)=[O:15])=[CH:10][CH:9]=2)=[CH:6][CH:7]=1 |f:1.2|. Procedure details: In a similar manner to that described in Example 2, ethyl 3-[4-[2-(4′-fluorobiphenyl-4-carbonylamino)ethoxy]phenyl]-2-(4-isopropylphenoxy)propionate (450 mg), which is the product of Example 90, was reacted with aqueous sodium hydroxide solution (1N, 2.00 ml) and the reaction mixture was treated to give the title compound (380 mg) as a white powder. Starting materials: NC1=C(C(=CC2=C1N(C(CO2)=O)C)F)N2C(N(C(=CC2=O)C(F)(F)F)C)=O (3-[5-Amino-7-fluoro-4-methyl-2H-1,4-benzoxazine-3(4H)-on-6-yl]-1-methyl-6-trifluoromethyl-2,4-(1H, 3H)-pyrimidinedione), C(C)#N (acetonitrile), C(Cl)Cl (methylene chloride), C(C=C)(=O)OCC (ethyl acrylate), C(C)#N (acetonitrile), CuCl2, C(C)(C)(C)ON=O (tert-butylnitrite). The solvent is O (Water). Run at time 1 hour. Product: ClC(CC1=C(C(=CC2=C1N(C(CO2)=O)C)F)N2C(N(C(=CC2=O)C(F)(F)F)C)=O)CC(=O)OCC (3-[5-(2-chloro-3-ethoxycarbonyl-1-propyl)-7-fluoro-4-methyl-2H-1,4-benzoxazine-3(4H)-on-6-yl]-1-methyl-6-trifluoromethyl-2,4-(1H, 3H)-pyrimidinedione). RXN SMILES: N[C:2]1[C:7]2[N:8]([CH3:13])[C:9](=[O:12])[CH2:10][O:11][C:6]=2[CH:5]=[C:4]([F:14])[C:3]=1[N:15]1[C:20](=[O:21])[CH:19]=[C:18]([C:22]([F:25])([F:24])[F:23])[N:17]([CH3:26])[C:16]1=[O:27].[C:28](#N)C.[C:31]([O:35][CH2:36][CH3:37])(=[O:34])[CH:32]=C.C(ON=O)(C)(C)C.[CH2:45]([Cl:47])Cl>O>[Cl:47][CH:45]([CH2:32][C:31]([O:35][CH2:36][CH3:37])=[O:34])[CH2:28][C:2]1[C:7]2[N:8]([CH3:13])[C:9](=[O:12])[CH2:10][O:11][C:6]=2[CH:5]=[C:4]([F:14])[C:3]=1[N:15]1[C:20](=[O:21])[CH:19]=[C:18]([C:22]([F:24])([F:23])[F:25])[N:17]([CH3:26])[C:16]1=[O:27]. Procedure: 3-[5-Amino-7-fluoro-4-methyl-2H-1,4-benzoxazine-3(4H)-on-6-yl]-1-methyl-6-trifluoromethyl-2,4-(1H, 3H)-pyrimidinedione (0.78 g) was mixed with acetonitrile (4 ml), the mixture was slowly added into a flask of −60° C. containing ethyl acrylate (10 ml), acetonitrile (3 ml), CuCl2 (0.35 g) and tert-butylnitrite (0.4 ml). After stirring for 1 hr, the cooling bath was removed and reaction continued for 15 hr. Water (15 ml) and methylene chloride (30 ml) were added and the heavier phase was washed wit... Starting materials: ClC1=CC=C(NCC(C)C)C=C1 (4-chloro-N-isobutylaniline), CC1=NOC(=C1COC1=CC=C(C=C1)S(=O)(=O)Cl)C (4-((3,5-dimethylisoxazol-4-yl)methoxy)benzene-1-sulfonyl chloride). The reagents and catalysts are CN(C)C=1C=CN=CC1 (4-DMAP). Solvent: N1=CC=CC=C1 (Pyridine). Reaction conditions: temperature 80 celsius, time 3 day. The product is ClC1=CC=C(C=C1)N(S(=O)(=O)C1=CC=C(C=C1)OCC=1C(=NOC1C)C)CC(C)C (N-(4-chlorophenyl)-4-((3,5-dimethylisoxazol-4-yl)methoxy)-N-isobutylbenzenesulfonamide), required products. RXN SMILES: [Cl:1][C:2]1[CH:12]=[CH:11][C:5]([NH:6][CH2:7][CH:8]([CH3:10])[CH3:9])=[CH:4][CH:3]=1.[CH3:13][C:14]1[C:18]([CH2:19][O:20][C:21]2[CH:26]=[CH:25][C:24]([S:27](Cl)(=[O:29])=[O:28])=[CH:23][CH:22]=2)=[C:17]([CH3:31])[O:16][N:15]=1>CN(C1C=CN=CC=1)C.N1C=CC=CC=1>[Cl:1][C:2]1[CH:12]=[CH:11][C:5]([N:6]([CH2:7][CH:8]([CH3:9])[CH3:10])[S:27]([C:24]2[CH:23]=[CH:22][C:21]([O:20][CH2:19][C:18]3[C:14]([CH3:13])=[N:15][O:16][C:17]=3[CH3:31])=[CH:26][CH:25]=2)(=[O:28])=[O:29])=[CH:4][CH:3]=1. Reported procedure: N-(4-chlorophenyl)-4-((3,5-dimethylisoxazol-4-yl)methoxy)-N-isobutylbenzenesulfonamide was prepared in an array format. 4-chloro-N-isobutylaniline (1.493 mg, 0.099 mmol) was pre-weighed into a 2 mL vial, and 4-((3,5-dimethylisoxazol-4-yl)methoxy)benzene-1-sulfonyl chloride (30 mg, 0.099 mmol) then added, followed by 4-DMAP (approx 2 mg). Pyridine (0.3 mL) was added last. The reaction solution was capped and stood at RT for 3 days. After this time the reaction was not complete and the reaction we...